This data is from the Open Reaction Database (ORD), a public repository of structured organic reaction records. The task is: describe an organic reaction: reactants, conditions, products, and yield Reactants: C(=O)(N1C=NC=C1)N1C=NC=C1 (1,1′-carbonyldiimidazole), C(C1=CC=CC=C1)OC1=C(OC(=CC1=O)C)C(=O)O (3-(benzyloxy)-6-methyl-4-oxo-4H-pyran-2-carboxylic acid), C1(CCCCC1)N (Cyclohexylamine). Solvent: CN(C=O)C (dimethylformamide). Run at time 8 hour. Product: C1(CCCCC1)NC(=O)C=1OC(=CC(C1OCC1=CC=CC=C1)=O)C (3-Benzyloxy-6-methyl-4-oxo-4H-pyran-2-carboxylic Acid Cyclohexylamide). The yield is 60.9%. RXN SMILES: C(N1C=CN=C1)(N1C=CN=C1)=O.[CH2:13]([O:20][C:21]1[C:26](=[O:27])[CH:25]=[C:24]([CH3:28])[O:23][C:22]=1[C:29]([OH:31])=O)[C:14]1[CH:19]=[CH:18][CH:17]=[CH:16][CH:15]=1.[CH:32]1([NH2:38])[CH2:37][CH2:36][CH2:35][CH2:34][CH2:33]1>CN(C)C=O>[CH:32]1([NH:38][C:29]([C:22]2[O:23][C:24]([CH3:28])=[CH:25][C:26](=[O:27])[C:21]=2[O:20][CH2:13][C:14]2[CH:15]=[CH:16][CH:17]=[CH:18][CH:19]=2)=[O:31])[CH2:37][CH2:36][CH2:35][CH2:34][CH2:33]1. Procedure details: 1,1′-carbonyldiimidazole (1.99 g, 12.30 mmol) was added to a solution of the 3-(benzyloxy)-6-methyl-4-oxo-4H-pyran-2-carboxylic acid (2.0 g, 7.69 mmol) in dimethylformamide (DMF, 18 ml) at room temperature. The resulting solution was heated at 40°-50° C. for 3 hrs. A light yellow solution was observed. Cyclohexylamine (1.23 ml, 10.76 mmol) was then added. The resulting mixture was stirred at room temperature for overnight. The DMF was removed under reduced pressure to give light yellow oil as a ...